The task is: describe an organic reaction: reactants, conditions, products, and yield. This data is from the Open Reaction Database (ORD), a public repository of structured organic reaction records. Reactants: C(C)(C)(C)C1=CC(=C(C=C1)C=1N(C(C(N1)(C)C1=CC=C(C=C1)Cl)(C)C1=CC=C(C=C1)Cl)C(=O)Cl)OC(C)C (rac-(4S*,5R*)-2-(4-tert-butyl-2-isopropoxy-phenyl)-4,5-bis-(4-chloro-phenyl)-4,5-dimethyl-4,5-dihydro-imidazole-1-carbonyl chloride), C1C2N(CCN1)CCCC2 (octahydro-pyrido[1,2-a]pyrazine). Yields the product C(C)(C)(C)C1=CC(=C(C=C1)C=1N([C@]([C@](N1)(C)C1=CC=C(C=C1)Cl)(C)C1=CC=C(C=C1)Cl)C(=O)N1CC2N(CC1)CCCC2)OC(C)C (rac-[(4S*,5R*)-2-(4-tert-Butyl-2-isopropoxy-phenyl)-4,5-bis-(4-chloro-phenyl)-4,5-dimethyl-4,5-dihydro-imidazol-1-yl]-(octahydro-pyrido[1,2-a]pyrazin-2-yl)-methanone). Reaction SMILES: [C:1]([C:5]1[CH:10]=[CH:9][C:8]([C:11]2[N:12]([C:32](Cl)=[O:33])[C:13]([C:25]3[CH:30]=[CH:29][C:28]([Cl:31])=[CH:27][CH:26]=3)([CH3:24])[C:14]([C:17]3[CH:22]=[CH:21][C:20]([Cl:23])=[CH:19][CH:18]=3)([CH3:16])[N:15]=2)=[C:7]([O:35][CH:36]([CH3:38])[CH3:37])[CH:6]=1)([CH3:4])([CH3:3])[CH3:2].[CH2:39]1[NH:44][CH2:43][CH2:42][N:41]2[CH2:45][CH2:46][CH2:47][CH2:48][CH:40]12>>[C:1]([C:5]1[CH:10]=[CH:9][C:8]([C:11]2[N:12]([C:32]([N:44]3[CH2:43][CH2:42][N:41]4[CH2:45][CH2:46][CH2:47][CH2:48][CH:40]4[CH2:39]3)=[O:33])[C@@:13]([C:25]3[CH:26]=[CH:27][C:28]([Cl:31])=[CH:29][CH:30]=3)([CH3:24])[C@@:14]([C:17]3[CH:22]=[CH:21][C:20]([Cl:23])=[CH:19][CH:18]=3)([CH3:16])[N:15]=2)=[C:7]([O:35][CH:36]([CH3:38])[CH3:37])[CH:6]=1)([CH3:2])([CH3:3])[CH3:4]. Procedure details: In a manner analogous to the method described in example 5, rac-(4S*,5R*)-2-(4-tert-butyl-2-isopropoxy-phenyl)-4,5-bis-(4-chloro-phenyl)-4,5-dimethyl-4,5-dihydro-imidazole-1-carbonyl chloride was reacted with octahydro-pyrido[1,2-a]pyrazine (Aldrich) to give the title compound as a mixture of diastereomers. HR-MS (ES, m/z) calculated for C39H49N4O2Cl2 [(M+H)+] 675.3227, observed 675.3224.